From a dataset of the Open Reaction Database (ORD), a public repository of structured organic reaction records. describe an organic reaction: reactants, conditions, products, and yield Starting materials: O=C([O-])[O-], CN(C)C=O, COc1ccc(Nc2nc(Cl)nc(NC3CCCCCC3)n2)cc1Cl, [K+], [K+], O, O=Cc1ccc(O)cc1. Product: COc1ccc(Nc2nc(NC3CCCCCC3)nc(Oc3ccc(C=O)cc3)n2)cc1Cl. As a reaction SMILES: [C:26](=[O:27])([O-:28])[O-:29].[CH3:41][N:42]([CH3:43])[CH:44]=[O:45].[Cl:1][c:2]1[n:3][c:4]([NH:18][CH:19]2[CH2:20][CH2:21][CH2:22][CH2:23][CH2:24][CH2:25]2)[n:5][c:6]([NH:8][c:9]2[cH:10][c:11]([Cl:17])[c:12]([O:15][CH3:16])[cH:13][cH:14]2)[n:7]1.[K+:30].[K+:31].[OH2:46].[OH:32][c:33]1[cH:34][cH:35][c:36]([CH:37]=[O:38])[cH:39][cH:40]1>>[c:2]1([O:32][c:33]2[cH:34][cH:35][c:36]([CH:37]=[O:38])[cH:39][cH:40]2)[n:3][c:4]([NH:18][CH:19]2[CH2:20][CH2:21][CH2:22][CH2:23][CH2:24][CH2:25]2)[n:5][c:6]([NH:8][c:9]2[cH:10][c:11]([Cl:17])[c:12]([O:15][CH3:16])[cH:13][cH:14]2)[n:7]1. Reactants: O=C(N=C=S)c1ccccc1, O=C([O-])[O-], C1CCOC1, COc1cc(N)ccc1Cl, [K+], [K+], O. Yields the product COc1cc(NC(N)=S)ccc1Cl. Reaction SMILES: [C:1](=[O:2])([c:3]1[cH:4][cH:5][cH:6][cH:7][cH:8]1)[N:9]=[C:10]=[S:11].[C:22](=[O:23])([O-:24])[O-:25].[CH2:28]1[O:29][CH2:30][CH2:31][CH2:32]1.[Cl:12][c:13]1[c:14]([O:20][CH3:21])[cH:15][c:16]([NH2:19])[cH:17][cH:18]1.[K+:26].[K+:27].[OH2:33]>>[NH2:9][C:10](=[S:11])[NH:19][c:16]1[cH:15][c:14]([O:20][CH3:21])[c:13]([Cl:12])[cH:18][cH:17]1. As a reaction SMILES: [Cl:1][C:2]1[CH:10]=[C:9]([Cl:11])[C:8]([C:12]2[C:16]([F:17])=[C:15]([O:18][CH:19]([F:21])[F:20])[N:14]([CH3:22])[N:13]=2)=[CH:7][C:3]=1[C:4](Cl)=[O:5].C(=O)([O-])[O-].[K+].[K+].Cl.[CH3:30][O:31][NH2:32]>>[CH3:30][O:31][NH:32][C:4](=[O:5])[C:3]1[CH:7]=[C:8]([C:12]2[C:16]([F:17])=[C:15]([O:18][CH:19]([F:21])[F:20])[N:14]([CH3:22])[N:13]=2)[C:9]([Cl:11])=[CH:10][C:2]=1[Cl:1] |f:1.2.3,4.5|. Reactants: ClC1=C(C(=O)Cl)C=C(C(=C1)Cl)C1=NN(C(=C1F)OC(F)F)C (2,4-dichloro-5-(5-difluoromethoxy-4-fluoro-1-methyl-1H-pyrazol-3-yl)benzoyl chloride), C([O-])([O-])=O.[K+].[K+] (potassium carbonate), Cl.CON (methoxyamine hydrochloride). Yields the product CONC(C1=C(C=C(C(=C1)C1=NN(C(=C1F)OC(F)F)C)Cl)Cl)=O (N-methoxy-2,4-dichloro-5-(5-difluoromethoxy-4-fluoro-1-methyl-1H-pyrazol-3-yl)benzamide). Procedure: Using 5.2 g (14 mmol) of 2,4-dichloro-5-(5-difluoromethoxy-4-fluoro-1-methyl-1H-pyrazol-3-yl)benzoyl chloride, 19.2 g (0.14 mol) of potassium carbonate and 9.2 g (28 mmol) of a 25% strength aqueous methoxyamine hydrochloride solution and following the procedure described for Precursor 1.2, a crude product was obtained whose purification by means of silica gel chromatography (eluent:hexane/ethyl acetate=4:1) gave 1.5 g of the desired product of value. Starting materials: CC1=C(C=CC=C1)C1=C(C=C(C=C1)C(=O)O)C(F)(F)F (2′-methyl-2-(trifluoromethyl) biphenyl-4-carboxylic acid), NC(C1=CC=C2CCN(CC2=C1)CCC(=O)OC(C)(C)C)=NO (tert-butyl 3-[7-[amino(hydroxyimino)methyl]-3,4-dihydroisoquinolin-2(1H)-yl]propanoate). The solvent is CCOC(=O)C (EtOAc). Yields the product CC1=C(C=CC=C1)C1=C(C=C(C=C1)C1=NC(=NO1)C1=CC=C2CCN(CC2=C1)CCC(=O)OC(C)(C)C)C(F)(F)F (tert-butyl 3-[7-{5-[2′-methyl-2-(trifluoromethyl)biphenyl-4-yl]-1,2,4-oxadiazol-3-yl}-3,4-dihydroisoquinolin-2(1H)-yl]propanoate). Reaction SMILES: [CH3:1][C:2]1[CH:7]=[CH:6][CH:5]=[CH:4][C:3]=1[C:8]1[CH:13]=[CH:12][C:11]([C:14]([OH:16])=O)=[CH:10][C:9]=1[C:17]([F:20])([F:19])[F:18].[NH2:21][C:22](=[N:42]O)[C:23]1[CH:32]=[C:31]2[C:26]([CH2:27][CH2:28][N:29]([CH2:33][CH2:34][C:35]([O:37][C:38]([CH3:41])([CH3:40])[CH3:39])=[O:36])[CH2:30]2)=[CH:25][CH:24]=1>CCOC(C)=O>[CH3:1][C:2]1[CH:7]=[CH:6][CH:5]=[CH:4][C:3]=1[C:8]1[CH:13]=[CH:12][C:11]([C:14]2[O:16][N:21]=[C:22]([C:23]3[CH:32]=[C:31]4[C:26]([CH2:27][CH2:28][N:29]([CH2:33][CH2:34][C:35]([O:37][C:38]([CH3:41])([CH3:40])[CH3:39])=[O:36])[CH2:30]4)=[CH:25][CH:24]=3)[N:42]=2)=[CH:10][C:9]=1[C:17]([F:20])([F:18])[F:19]. Procedure details: Title compound was prepared following general procedure 3 starting from Intermediate 24 (168 mg; 0.6 mmol) and Intermediate 25 (182 mg; 0.6 mmol). The reaction mixture was diluted with EtOAc, washed with water and brine and evaporated under vacuum. Purification by silica column chromatography (c-Hex/(DCM/EtOAc 1:1), 90/10 to 50/50) afforded the title compound as a yellow oil. LC/MS (method B): 565.2 (M+H)+. HPLC (Method A) Rt 5.00 min (Purity: 95.4%). Starting materials: CC(C)(C)OC(=O)NCCCCO, CC(C)(C)[O-], Fc1ccc(Br)cc1CBr, [K+], C1CCOC1. Yields the product CC(C)(C)OC(=O)NCCCCOCc1cc(Br)ccc1F. RXN SMILES: [C:17]([CH3:18])([CH3:19])([CH3:20])[O:21][C:22](=[O:23])[NH:24][CH2:25][CH2:26][CH2:27][CH2:28][OH:29].[CH3:1][C:2]([CH3:3])([O-:4])[CH3:5].[F:7][c:8]1[c:9]([CH2:10][Br:11])[cH:12][c:13]([Br:16])[cH:14][cH:15]1.[K+:6].[O:30]1[CH2:31][CH2:32][CH2:33][CH2:34]1>>[F:7][c:8]1[c:9]([CH2:10][O:29][CH2:28][CH2:27][CH2:26][CH2:25][NH:24][C:22]([O:21][C:17]([CH3:18])([CH3:19])[CH3:20])=[O:23])[cH:12][c:13]([Br:16])[cH:14][cH:15]1. The reactants are CCOC(=O)Cc1cccc(Oc2ccc(C(F)(F)F)cc2COS(C)(=O)=O)c1, [N-]=[N+]=[N-], [Na+], CN(C)C=O. Yields the product CCOC(=O)Cc1cccc(Oc2ccc(C(F)(F)F)cc2CN=[N+]=[N-])c1. Reaction SMILES: [CH2:1]([CH3:2])[O:3][C:4]([CH2:5][c:6]1[cH:7][c:8]([O:12][c:13]2[c:14]([CH2:23][O:24][S:25]([CH3:26])(=[O:27])=[O:28])[cH:15][c:16]([C:19]([F:20])([F:21])[F:22])[cH:17][cH:18]2)[cH:9][cH:10][cH:11]1)=[O:29].[N-:31]=[N+:32]=[N-:33].[Na+:30].[O:34]=[CH:35][N:36]([CH3:37])[CH3:38]>>[CH2:1]([CH3:2])[O:3][C:4]([CH2:5][c:6]1[cH:7][c:8]([O:12][c:13]2[c:14]([CH2:23][N:31]=[N+:32]=[N-:33])[cH:15][c:16]([C:19]([F:20])([F:21])[F:22])[cH:17][cH:18]2)[cH:9][cH:10][cH:11]1)=[O:29].